Dataset: the Open Reaction Database (ORD), a public repository of structured organic reaction records. Task: describe an organic reaction: reactants, conditions, products, and yield Starting materials: C(C)N1N=CC(=C1)CN(C(=O)C1CCCC2=C(C=CC=C12)O)C1=CC=C(C=C1)C(C)C (N-[(1-ethylpyrazol-4-yl)methyl]-5-hydroxy-N-(4-isopropylphenyl)-1,2,3,4-tetrahydronaphthalene-1-carboxamide), Cl.ClCCN(C)C (2-chloro-N,N-dimethylethylamine hydrochloride). The product is CN(CCOC1=C2CCCC(C2=CC=C1)C(=O)N(C1=CC=C(C=C1)C(C)C)CC=1C=NN(C1)CC)C (5-[2-(dimethylamino)ethyloxy]-N-[(1-ethylpyrazol-4-yl)methyl]-N-(4-isopropylphenyl)-1,2,3,4-tetrahydronaphthalene-1-carboxamide). The yield is 30.5%. Reaction SMILES: [CH2:1]([N:3]1[CH:7]=[C:6]([CH2:8][N:9]([C:23]2[CH:28]=[CH:27][C:26]([CH:29]([CH3:31])[CH3:30])=[CH:25][CH:24]=2)[C:10]([CH:12]2[C:21]3[C:16](=[C:17]([OH:22])[CH:18]=[CH:19][CH:20]=3)[CH2:15][CH2:14][CH2:13]2)=[O:11])[CH:5]=[N:4]1)[CH3:2].Cl.Cl[CH2:34][CH2:35][N:36]([CH3:38])[CH3:37]>>[CH3:37][N:36]([CH3:38])[CH2:35][CH2:34][O:22][C:17]1[CH:18]=[CH:19][CH:20]=[C:21]2[C:16]=1[CH2:15][CH2:14][CH2:13][CH:12]2[C:10]([N:9]([CH2:8][C:6]1[CH:5]=[N:4][N:3]([CH2:1][CH3:2])[CH:7]=1)[C:23]1[CH:24]=[CH:25][C:26]([CH:29]([CH3:30])[CH3:31])=[CH:27][CH:28]=1)=[O:11] |f:1.2|. Procedure: By the reaction and treatment in the same manner as in Example 106 using N-[(1-ethylpyrazol-4-yl)methyl]-5-hydroxy-N-(4-isopropylphenyl)-1,2,3,4-tetrahydronaphthalene-1-carboxamide (0.42 g) and 2-chloro-N,N-dimethylethylamine hydrochloride (0.22 g) as starting materials, 5-[2-(dimethylamino)ethyloxy]-N-[(1-ethylpyrazol-4-yl)methyl]-N-(4-isopropylphenyl)-1,2,3,4-tetrahydronaphthalene-1-carboxamide (0.15 g) was obtained. Starting materials: O=C([O-])[O-], Cc1ccccc1O, CN(C)C=O, [Cl-], C#CCOc1cc(Cl)ncn1, [K+], [K+], [NH4+]. Product: C#CCOc1cc(Oc2ccccc2C)ncn1. As a reaction SMILES: [C:12](=[O:13])([O-:14])[O-:15].[CH3:18][c:19]1[cH:20][cH:21][cH:22][cH:23][c:24]1[OH:25].[CH3:28][N:29]([CH3:30])[CH:31]=[O:32].[Cl-:26].[Cl:1][c:2]1[n:3][cH:4][n:5][c:6]([O:8][CH2:9][C:10]#[CH:11])[cH:7]1.[K+:16].[K+:17].[NH4+:27]>>[c:2]1([O:25][c:24]2[c:19]([CH3:18])[cH:20][cH:21][cH:22][cH:23]2)[n:3][cH:4][n:5][c:6]([O:8][CH2:9][C:10]#[CH:11])[cH:7]1.